This data is from the Open Reaction Database (ORD), a public repository of structured organic reaction records. The task is: describe an organic reaction: reactants, conditions, products, and yield Product: Oc1ccc(-c2cc(O)ccc2-c2cc3cc(O)ccc3o2)cc1. Starting materials: Oc1ccc(-c2cc3cc(O)ccc3o2)c(-c2ccc(OCc3ccccc3)cc2)c1, CO, C1=CCCC=C1. As a reaction SMILES: [CH2:1]([c:2]1[cH:3][cH:4][cH:5][cH:6][cH:7]1)[O:8][c:9]1[cH:10][cH:11][c:12](-[c:15]2[c:16](-[c:22]3[o:23][c:24]4[c:25]([cH:26]3)[cH:27][c:28]([OH:31])[cH:29][cH:30]4)[cH:17][cH:18][c:19]([OH:21])[cH:20]2)[cH:13][cH:14]1.[CH3:38][OH:39].[CH:32]1=[CH:37][CH:36]=[CH:35][CH2:34][CH2:33]1>>[OH:8][c:9]1[cH:10][cH:11][c:12](-[c:15]2[c:16](-[c:22]3[o:23][c:24]4[c:25]([cH:26]3)[cH:27][c:28]([OH:31])[cH:29][cH:30]4)[cH:17][cH:18][c:19]([OH:21])[cH:20]2)[cH:13][cH:14]1. Reactants: BrC1=C(C(=C(C=C1)OC(F)F)OC)OCCC (1-bromo-4-(difluoromethoxy)-3-methoxy-2-propoxybenzene), C([O-])([O-])=O.[Cs+].[Cs+] (cesium carbonate), CC1(OB(OC1(C)C)C=1C=C2CNC(C2=CC1)=O)C (5-(4,4,5,5-tetramethyl-1,3,2-dioxaborolan-2-yl)isoindolin-1-one). The reagents and catalysts are [Pd].C1(=CC=CC=C1)P(C1=CC=CC=C1)C1=CC=CC=C1.C1(=CC=CC=C1)P(C1=CC=CC=C1)C1=CC=CC=C1.C1(=CC=CC=C1)P(C1=CC=CC=C1)C1=CC=CC=C1.C1(=CC=CC=C1)P(C1=CC=CC=C1)C1=CC=CC=C1 (tetrakis(triphenylphosphine) palladium(0)). The solvent is CN(C=O)C (dimethylformamide). Run at temperature 85 celsius. The product is FC(OC1=C(C(=C(C=C1)C=1C=C2CNC(C2=CC1)=O)OCCC)OC)F (5-(4-(Difluoromethoxy)-3-methoxy-2-propoxyphenyl)isoindolin-1-one). Isolated yield 14.3%. As a reaction SMILES: Br[C:2]1[CH:7]=[CH:6][C:5]([O:8][CH:9]([F:11])[F:10])=[C:4]([O:12][CH3:13])[C:3]=1[O:14][CH2:15][CH2:16][CH3:17].C(=O)([O-])[O-].[Cs+].[Cs+].CC1(C)C(C)(C)OB([C:32]2[CH:33]=[C:34]3[C:38](=[CH:39][CH:40]=2)[C:37](=[O:41])[NH:36][CH2:35]3)O1>CN(C)C=O.[Pd].C1(P(C2C=CC=CC=2)C2C=CC=CC=2)C=CC=CC=1.C1(P(C2C=CC=CC=2)C2C=CC=CC=2)C=CC=CC=1.C1(P(C2C=CC=CC=2)C2C=CC=CC=2)C=CC=CC=1.C1(P(C2C=CC=CC=2)C2C=CC=CC=2)C=CC=CC=1>[F:10][CH:9]([F:11])[O:8][C:5]1[CH:6]=[CH:7][C:2]([C:32]2[CH:33]=[C:34]3[C:38](=[CH:39][CH:40]=2)[C:37](=[O:41])[NH:36][CH2:35]3)=[C:3]([O:14][CH2:15][CH2:16][CH3:17])[C:4]=1[O:12][CH3:13] |f:1.2.3,6.7.8.9.10|. Reported procedure: To a stirring solution of 6-bromo-3-(difluoromethoxy)-2-methoxyphenol (300 mg, 1.115 mmol) in acetonitrile (10 mL) was added potassium carbonate (495 mg, 2.334 mmol) and propyl bromide (411 mg, 3.34 mmol) and the resultant reaction mixture was heated to 80° C. for 3 h. The reaction mixture was cooled to RT, filtered through celite and the filtrate was concentrated under reduced pressure to afford 300 mg of 1-Bromo-4-(difluoromethoxy)-3-methoxy-2-propoxybenzene (Int14-F2) as a solid. A stirring s... Starting materials: C(C)(=O)O[C@H]1[C@@H](O[C@@H]([C@H]1OC(C)=O)COC(C)=O)N1C2=NC(=NC(=C2N=C1)NOC)I ((2R,3R,4R,5R)-4-acetyloxy-5-(acetyloxymethyl)-2-[2-iodo-6-(methoxyamino)purin-9-yl]oxolan-3-yl acetate). Run in N (ammonia). Run at time 96 hour. Product: ( 5 ), OC[C@@H]1[C@H]([C@H]([C@@H](O1)N1C2=NC(=NC(=C2N=C1)NOC)I)O)O ((4S,2R,3R,5R)-5-(hydroxymethyl)-2-[2-iodo-6-(methoxyamino)purin-9-yl]oxolane-3,4-diol). Reaction SMILES: C([O:4][C@@H:5]1[C@H:9]([O:10]C(=O)C)[C@@H:8]([CH2:14][O:15]C(=O)C)[O:7][C@H:6]1[N:19]1[CH:27]=[N:26][C:25]2[C:20]1=[N:21][C:22]([I:31])=[N:23][C:24]=2[NH:28][O:29][CH3:30])(=O)C>N>[OH:15][CH2:14][C@H:8]1[O:7][C@@H:6]([N:19]2[CH:27]=[N:26][C:25]3[C:20]2=[N:21][C:22]([I:31])=[N:23][C:24]=3[NH:28][O:29][CH3:30])[C@H:5]([OH:4])[C@@H:9]1[OH:10]. Procedure details: Methanolic ammonia (30 mL) was added to (2R,3R,4R,5R)-4-acetyloxy-5-(acetyloxymethyl)-2-[2-iodo-6-(methoxyamino)purin-9-yl]oxolan-3-yl acetate (3.03 mmol). The mixture was allowed to stand at room temperature for 96 hours, then solvent was removed in vacuo and the residue chromatographed on a flash silica gel column eluting with CHCl3—CH3OH (97:3) to give the compound of formula (5), (4S,2R,3R,5R)-5-(hydroxymethyl)-2-[2-iodo-6-(methoxyamino)purin-9-yl]oxolane-3,4-diol, which was crystallized fro... Reactants: O=C([O-])[O-], COc1cccc(CBr)c1, FC(F)(F)Cc1nc2cc(Cl)c(Cl)cc2[nH]1, [K+], [K+], CN(C)C=O. Product: COc1cccc(Cn2c(CC(F)(F)F)nc3cc(Cl)c(Cl)cc32)c1. Reaction SMILES: [C:17](=[O:18])([O-:19])[O-:20].[CH3:23][O:24][c:25]1[cH:26][c:27]([CH2:28][Br:29])[cH:30][cH:31][cH:32]1.[Cl:1][c:2]1[cH:3][c:4]2[c:5]([nH:6][c:7]([CH2:9][C:10]([F:11])([F:12])[F:13])[n:8]2)[cH:14][c:15]1[Cl:16].[K+:21].[K+:22].[O:33]=[CH:34][N:35]([CH3:36])[CH3:37]>>[Cl:1][c:2]1[cH:3][c:4]2[c:5]([n:6][c:7]([CH2:9][C:10]([F:11])([F:12])[F:13])[n:8]2[CH2:28][c:27]2[cH:26][c:25]([O:24][CH3:23])[cH:32][cH:31][cH:30]2)[cH:14][c:15]1[Cl:16]. The reactants are CCC[C@](C)([C@H]1CC23C=C[C@]1([C@H]4[C@@]25CCN([C@@H]3CC6=C5C(=C(C=C6)O)O4)C)OC)O.C[C@@H](CN1C2=CC=CC=C2SC3=C1C=C(C=C3)OC)CN(C)C (Immobilon), ON1N=NC2=C1C=CC=C2 (1-hydroxybenzotriazole), CN(C)C=O (DMF). RXN SMILES: CCC[C@@](O)([C@@H]1[C@:11]2(OC)[C@@H:12]3OC4=C(O)C=CC5=C4[C@:13]43[CH2:14][CH2:15][N:16](C)[C@H](C5)C4(C=C2)C1)C.C[C@H](CN(C)C)CN1C2C=C([O:48]C)C=CC=2SC2C1=CC=CC=2.ON1C2C=CC=CC=2N=N1.CN([CH:67]=[O:68])C>>[NH2:16][C@H:15]([C:67]([OH:68])=[O:48])[CH2:14][CH2:13][CH2:12][CH3:11] |f:0.1|. Yields the product N[C@@H](CCCC)C(=O)O (norleucine). Run at time 30 minute. Procedure details: Immobilon affinity membrane 4 (n=2, scheme I), 3.20 g (0.349 mmol of amino groups), was reacted with N--Fmoc--Nle--O--Pfp (6.0 mmol) in the presence of 1-hydroxybenzotriazole (6.0 mmole) in 20 mL of dry DMF for 2.0 hours at room temperature. The support was washed with methanol, dried, and then treated for an additional 2.0 hours at room temperature, with 40 mL pyridine/acetic acid anhydride, 3/1 (v/v). The acylation reaction was terminated by washing the membrane with methanol. The amount of in... Reactants: O (water), C(C)(C)(C)[N+]#[C-] (tert-Butyl isocyanide), ClC1=CC=C(C=C1)C1(OCCO1)[C@H]1CC[C@H](CC1)C(CCC=C)=O (cis-1-{4-[2-(4-chlorophenyl)-[1,3]-dioxolan-2-yl]-cyclohexyl}pent-4-en-1-one), C(C)(=O)[O-].[NH4+] (ammonium acetate). Solvent: FC(CO)(F)F (2,2,2-trifluoroethanol). Product: C(C)(C)(C)NC(C(CCC=C)([C@@H]1CC[C@@H](CC1)C1(OCCO1)C1=CC=C(C=C1)Cl)NC(C)=O)=O (cis-2-acetylamino-2-{4-[2-(4-chlorophenyl)-[1,3]-dioxolan-2-yl]-cyclohexyl}hex-5-enoic acid, tert-butylamide). The yield is 71.0%. As a reaction SMILES: [C:1]([N+:5]#[C-:6])([CH3:4])([CH3:3])[CH3:2].[Cl:7][C:8]1[CH:13]=[CH:12][C:11]([C:14]2([C@@H:19]3[CH2:24][CH2:23][C@H:22]([C:25](=O)[CH2:26][CH2:27][CH:28]=[CH2:29])[CH2:21][CH2:20]3)[O:18][CH2:17][CH2:16][O:15]2)=[CH:10][CH:9]=1.[C:31]([O-:34])(=O)[CH3:32].[NH4+:35].[OH2:36]>FC(F)(F)CO>[C:1]([NH:5][C:6](=[O:36])[C:25]([NH:35][C:31](=[O:34])[CH3:32])([C@H:22]1[CH2:21][CH2:20][C@@H:19]([C:14]2([C:11]3[CH:12]=[CH:13][C:8]([Cl:7])=[CH:9][CH:10]=3)[O:18][CH2:17][CH2:16][O:15]2)[CH2:24][CH2:23]1)[CH2:26][CH2:27][CH:28]=[CH2:29])([CH3:4])([CH3:3])[CH3:2] |f:2.3|. Procedure details: tert-Butyl isocyanide (404 mg, 0.55 mL, 4.86 mmol) was added to a stirred slurry of cis-1-{4-[2-(4-chlorophenyl)-[1,3]-dioxolan-2-yl]-cyclohexyl}pent-4-en-1-one (1.13 g, 3.24 mmol) and ammonium acetate (999 mg, 12.96 mmol) in 2,2,2-trifluoroethanol (0.5 mL), and the resultant slurry was stirred at room temperature. After 8 days the reaction was poured into water and extracted with ethyl acetate (3×). The combined organic phase was washed with saturated aqueous sodium chloride, dried over anhydro... The reactants are BrC=1C=C(C=CC1)C(CCCCN1CCC(CC1)C=1C=C(C=CC1)NC(C(C)C)=O)=O (N-(3-{1-[5-(3-bromophenyl)-5-oxopentyl]-4-piperidinyl}phenyl)-2-methylpropanamide), Cl.C1(=CC=CC2=CC=CC=C12)NN (1-naphthylhydrazine hydrochloride). Yields the product BrC=1C=C(C=CC1)C=1NC2=C3C(=CC=C2C1CCCN1CCC(CC1)C=1C=C(C=CC1)NC(C(C)C)=O)C=CC=C3 (N-[3-(1-{3-[2-(3-BROMOPHENYL)-1H-BENZO[G]INDOL-3-YL]PROPYL}-4-PIPERIDINYL)PHENYL]-2-METHYLPROPANAMIDE). RXN SMILES: [Br:1][C:2]1[CH:3]=[C:4]([C:8](=O)[CH2:9][CH2:10][CH2:11][CH2:12][N:13]2[CH2:18][CH2:17][CH:16]([C:19]3[CH:20]=[C:21]([NH:25][C:26](=[O:30])[CH:27]([CH3:29])[CH3:28])[CH:22]=[CH:23][CH:24]=3)[CH2:15][CH2:14]2)[CH:5]=[CH:6][CH:7]=1.Cl.[C:33]1([NH:43]N)[C:42]2[C:37](=[CH:38][CH:39]=[CH:40][CH:41]=2)[CH:36]=[CH:35][CH:34]=1>>[Br:1][C:2]1[CH:3]=[C:4]([C:8]2[NH:43][C:33]3[C:34]([C:9]=2[CH2:10][CH2:11][CH2:12][N:13]2[CH2:18][CH2:17][CH:16]([C:19]4[CH:20]=[C:21]([NH:25][C:26](=[O:30])[CH:27]([CH3:29])[CH3:28])[CH:22]=[CH:23][CH:24]=4)[CH2:15][CH2:14]2)=[CH:35][CH:36]=[C:37]2[CH:38]=[CH:39][CH:40]=[CH:41][C:42]=32)[CH:5]=[CH:6][CH:7]=1 |f:1.2|. Procedure: Prepared by Procedure E and Scheme M using N-(3-{1-[5-(3-bromophenyl)-5-oxopentyl]-4-piperidinyl}phenyl)-2-methylpropanamide and 1-naphthylhydrazine hydrochloride: ESMS m/e: 608.0 (M+H)+.